This data is from the Open Reaction Database (ORD), a public repository of structured organic reaction records. The task is: describe an organic reaction: reactants, conditions, products, and yield Reactants: BrBr (bromine), BrBr (Bromine), ClC1=C(C=CC(=C1)Cl)C=1N=C(N(C1)C(F)F)C (4-(2,4-dichlorophenyl)-1-difluoromethyl-2-methylimidazole), C([O-])(O)=O.[Na+] (sodium bicarbonate). Run in C(Cl)Cl (methylene chloride), C(Cl)Cl (methylene chloride), C(Cl)Cl (methylene chloride), C(Cl)Cl (Methylene chloride). Reaction conditions: time 8 hour. Yields the product BrC1=C(N=C(N1C(F)F)C)C1=C(C=C(C=C1)Cl)Cl (5-bromo-4-(2,4-dichlorophenyl)-1-difluoromethyl-2-methylimidazole). The yield is 63.4%. RXN SMILES: [Br:1]Br.[Cl:3][C:4]1[CH:9]=[C:8]([Cl:10])[CH:7]=[CH:6][C:5]=1[C:11]1[N:12]=[C:13]([CH3:19])[N:14]([CH:16]([F:18])[F:17])[CH:15]=1.C(=O)(O)[O-].[Na+]>C(Cl)Cl>[Br:1][C:15]1[N:14]([CH:16]([F:17])[F:18])[C:13]([CH3:19])=[N:12][C:11]=1[C:5]1[CH:6]=[CH:7][C:8]([Cl:10])=[CH:9][C:4]=1[Cl:3] |f:2.3|. Procedure: Bromine (0.54 g, 3.1 mmol), in 7 ml of methylene chloride, was added dropwise to a solution of 0.9 g (3.2 mmol) of 4-(2,4-dichlorophenyl)-1-difluoromethyl-2-methylimidazole stirring in 35 ml of methylene chloride. The reaction mixture was stirred at room temperature overnight. Another 0.3 g of bromine, in 5 ml of methylene chloride, were added and the reaction stirred overnight. Methylene chloride (250 ml) and saturated sodium bicarbonate (200 ml) were added and the organic layer separated and w... Starting materials: C(C)(C)(C)OC(NCCC1=CC=C(C=C1)C1=CC(=CC=C1)O)=O ([2-(3′-hydroxy-biphenyl-4-yl)-ethyl]-carbamic acid tert -butyl ester), ClC1=NC=CC(=N1)Cl (2,4-dichloropyrimidine), C([O-])([O-])=O.[K+].[K+] (potassium carbonate). The solvent is CN(C)C=O (DMF). Run at time 20 hour. Product: C(C)(C)(C)OC(NCCC1=CC=C(C=C1)C1=CC(=CC=C1)OC1=NC(=NC=C1)Cl)=O ({2-[3′-(2-chloro-pyrimidin-4-yloxy)-biphenyl-4-yl]-ethyl}carbamic acid tert-butyl ester). RXN SMILES: [C:1]([O:5][C:6](=[O:23])[NH:7][CH2:8][CH2:9][C:10]1[CH:15]=[CH:14][C:13]([C:16]2[CH:21]=[CH:20][CH:19]=[C:18]([OH:22])[CH:17]=2)=[CH:12][CH:11]=1)([CH3:4])([CH3:3])[CH3:2].[Cl:24][C:25]1[N:30]=[C:29](Cl)[CH:28]=[CH:27][N:26]=1.C(=O)([O-])[O-].[K+].[K+]>CN(C=O)C>[C:1]([O:5][C:6](=[O:23])[NH:7][CH2:8][CH2:9][C:10]1[CH:15]=[CH:14][C:13]([C:16]2[CH:21]=[CH:20][CH:19]=[C:18]([O:22][C:27]3[CH:28]=[CH:29][N:30]=[C:25]([Cl:24])[N:26]=3)[CH:17]=2)=[CH:12][CH:11]=1)([CH3:4])([CH3:2])[CH3:3] |f:2.3.4|. Procedure: A mixture of [2-(3′-hydroxy-biphenyl-4-yl)-ethyl]-carbamic acid tert -butyl ester (552 mg), 2,4-dichloropyrimidine (189 mg) and potassium carbonate (252 mg) in DMF (10 ml) is stirred at rt for 20 h. This mixture is quenched with brine and extracted twice with EtOAc. The combined organic phases are dried over sodium sulfate, the solvent is evaporated and the resulting crude product is purified on silica (60 g) with cyclohexane/EtOAc 80/20 to afford pure {2-[3′-(2-chloro-pyrimidin-4-yloxy)-bipheny...